From a dataset of the Open Reaction Database (ORD), a public repository of structured organic reaction records. describe an organic reaction: reactants, conditions, products, and yield RXN SMILES: S(Cl)(Cl)=O.[Cl:5][C:6]1[CH:7]=[C:8]([C:15]([CH3:20])([CH3:19])[C:16]([OH:18])=O)[CH:9]=[CH:10][C:11]=1[N+:12]([O-:14])=[O:13].C(N(C(C)C)CC)(C)C.[CH2:30]([NH:34][CH2:35][CH:36]([CH3:38])[CH3:37])[CH:31]([CH3:33])[CH3:32]>ClCCl>[Cl:5][C:6]1[CH:7]=[C:8]([C:15]([CH3:20])([CH3:19])[C:16]([N:34]([CH2:35][CH:36]([CH3:38])[CH3:37])[CH2:30][CH:31]([CH3:33])[CH3:32])=[O:18])[CH:9]=[CH:10][C:11]=1[N+:12]([O-:14])=[O:13]. Procedure details: Thionyl chloride (0.54 ml, 4 eq) is added to a solution of 2-(3-chloro-4-nitrophenyl)-2-methylpropanoic acid (500 mg) in dichloromethane (1 ml). The mixture is heated under reflux for 16 hours then cooled down to ambient temperature. The solvent is evaporated off under reduced pressure at 40° C. (co-evaporation with toluene). Diisopropylethylamine (0.42 ml, 1.2 eq) and diisobutylamine (0.36 ml, 1 eq) are successively added to a solution of the acid chloride thus obtained in dichloromethane (1 ml... Solvent: ClCCl (dichloromethane), ClCCl (dichloromethane). Isolated yield 82.0%. Reaction conditions: time 3 hour. The reactants are S(=O)(Cl)Cl (Thionyl chloride), ClC=1C=C(C=CC1[N+](=O)[O-])C(C(=O)O)(C)C (2-(3-chloro-4-nitrophenyl)-2-methylpropanoic acid), C(C)(C)N(CC)C(C)C (Diisopropylethylamine), C(C(C)C)NCC(C)C (diisobutylamine), acid chloride. Yields the product ClC=1C=C(C=CC1[N+](=O)[O-])C(C(=O)N(CC(C)C)CC(C)C)(C)C (2-(3-chloro-4-nitrophenyl)-N,N-diisobutyl-2-methylpropanamide). Starting materials: CN(C1CCN(CC1)C1CN(C1)C1=C(C=CC(=N1)CO)F)C ((6-(3-(4-(dimethylamino)piperidin-1-yl)azetidin-1-yl)-5-fluoropyridin-2-yl)methanol), CC(=O)OI1(C=2C=CC=CC2C(=O)O1)(OC(=O)C)OC(=O)C (Dess-Martin periodinane), resultant mixture. Solvent: ClCCl (dichloromethane). The product is CN(C1CCN(CC1)C1CN(C1)C1=C(C=CC(=N1)C=O)F)C (6-(3-(4-(Dimethylamino)piperidin-1-yl)azetidin-1-yl)-5-fluoropyridine-2-carbaldehyde). Isolated yield 134.1%. As a reaction SMILES: [CH3:1][N:2]([CH3:22])[CH:3]1[CH2:8][CH2:7][N:6]([CH:9]2[CH2:12][N:11]([C:13]3[N:18]=[C:17]([CH2:19][OH:20])[CH:16]=[CH:15][C:14]=3[F:21])[CH2:10]2)[CH2:5][CH2:4]1.CC(OI1(OC(C)=O)(OC(C)=O)OC(=O)C2C=CC=CC1=2)=O>ClCCl>[CH3:1][N:2]([CH3:22])[CH:3]1[CH2:4][CH2:5][N:6]([CH:9]2[CH2:10][N:11]([C:13]3[N:18]=[C:17]([CH:19]=[O:20])[CH:16]=[CH:15][C:14]=3[F:21])[CH2:12]2)[CH2:7][CH2:8]1. Procedure details: To a mixed solution of (6-(3-(4-(dimethylamino)piperidin-1-yl)azetidin-1-yl)-5-fluoropyridin-2-yl)methanol (240 mg, 0.779 mmol) described in Production Example 25-3 and dichloromethane (6.00 mL) was added Dess-Martin periodinane (400 mg) at 0° C. The resultant mixture was stirred for 1.5 hours. Quenched with an aqueous sodium hydrogen carbonate solution and sodium thiosulfate, and the reaction solution was extracted with chloroform. An organic layer was dried over sodium sulfate and then filtrat... Reactants: CN(C)C=O, CCN(C(C)C)C(C)C, O=C(CN1CCNCC1)N1CCOCC1, CCOc1cc(Cl)c(S(=O)(=O)NC)cc1C1=NC(c2ccc(Cl)cc2)C(c2ccc(Cl)cc2)N1C(=O)On1nnc2ccccc21. Product: CCOc1cc(Cl)c(S(=O)(=O)NC)cc1C1=NC(c2ccc(Cl)cc2)C(c2ccc(Cl)cc2)N1C(=O)N1CCN(CC(=O)N2CCOCC2)CC1. As a reaction SMILES: [CH3:71][N:72]([CH3:73])[CH:74]=[O:75].[CH:62]([N:63]([CH:64]([CH3:65])[CH3:66])[CH2:67][CH3:68])([CH3:69])[CH3:70].[O:47]1[CH2:48][CH2:49][N:50]([C:53]([CH2:54][N:55]2[CH2:56][CH2:57][NH:58][CH2:59][CH2:60]2)=[O:61])[CH2:51][CH2:52]1.[n:1]1([O:2][C:11](=[O:12])[N:13]2[C:14]([c:32]3[c:33]([O:44][CH2:45][CH3:46])[cH:34][c:35]([Cl:43])[c:36]([S:38]([NH:39][CH3:40])(=[O:41])=[O:42])[cH:37]3)=[N:15][CH:16]([c:25]3[cH:26][cH:27][c:28]([Cl:31])[cH:29][cH:30]3)[CH:17]2[c:18]2[cH:19][cH:20][c:21]([Cl:24])[cH:22][cH:23]2)[c:3]2[cH:4][cH:5][cH:6][cH:7][c:8]2[n:9][n:10]1>>[C:11](=[O:12])([N:13]1[C:14]([c:32]2[c:33]([O:44][CH2:45][CH3:46])[cH:34][c:35]([Cl:43])[c:36]([S:38]([NH:39][CH3:40])(=[O:41])=[O:42])[cH:37]2)=[N:15][CH:16]([c:25]2[cH:26][cH:27][c:28]([Cl:31])[cH:29][cH:30]2)[CH:17]1[c:18]1[cH:19][cH:20][c:21]([Cl:24])[cH:22][cH:23]1)[N:58]1[CH2:57][CH2:56][N:55]([CH2:54][C:53]([N:50]2[CH2:49][CH2:48][O:47][CH2:52][CH2:51]2)=[O:61])[CH2:60][CH2:59]1. Starting materials: O=C([O-])[O-], CCn1c(=O)[nH]c2cc(C(=O)OC)ccc2c1=O, CC(C)=O, ClCc1ccc(Cl)cc1Cl, [I-], [K+], [K+], [K+], O. Reaction SMILES: [C:31](=[O:32])([O-:33])[O-:34].[CH2:1]([CH3:2])[n:3]1[c:4](=[O:18])[nH:5][c:6]2[cH:7][c:8]([C:14](=[O:15])[O:16][CH3:17])[cH:9][cH:10][c:11]2[c:12]1=[O:13].[CH3:37][C:38](=[O:39])[CH3:40].[Cl:19][c:20]1[c:21]([CH2:22][Cl:23])[cH:24][cH:25][c:26]([Cl:28])[cH:27]1.[I-:30].[K+:29].[K+:35].[K+:36].[OH2:41]>>[CH2:1]([CH3:2])[n:3]1[c:4](=[O:18])[n:5]([CH2:22][c:21]2[c:20]([Cl:19])[cH:27][c:26]([Cl:28])[cH:25][cH:24]2)[c:6]2[cH:7][c:8]([C:14](=[O:15])[O:16][CH3:17])[cH:9][cH:10][c:11]2[c:12]1=[O:13]. Product: CCn1c(=O)c2ccc(C(=O)OC)cc2n(Cc2ccc(Cl)cc2Cl)c1=O.